Task: describe an organic reaction: reactants, conditions, products, and yield. Dataset: the Open Reaction Database (ORD), a public repository of structured organic reaction records The reactants are NC1=NC(=NC=C1C=O)SC (4-amino-2-methylsulfanyl-pyrimidine-5-carbaldehyde), COC=1C=C(N)C=C(C1)OC (3,5-dimethoxyaniline), C(C)(=O)O (acetic acid). Solvent: O (water). Reaction conditions: temperature 25 celsius, time 8 hour. Yields the product COC=1C=C(C=C(C1)OC)N=CC=1C(=NC(=NC1)SC)N (5-[(3,5-Dimethoxy-phenylimino)-methyl]-2-methylsulfanyl-pyrimidin-4-ylamine). Yield: 97.3%. As a reaction SMILES: [NH2:1][C:2]1[C:7]([CH:8]=O)=[CH:6][N:5]=[C:4]([S:10][CH3:11])[N:3]=1.[CH3:12][O:13][C:14]1[CH:15]=[C:16]([CH:18]=[C:19]([O:21][CH3:22])[CH:20]=1)[NH2:17].C(O)(=O)C>O>[CH3:22][O:21][C:19]1[CH:18]=[C:16]([N:17]=[CH:8][C:7]2[C:2]([NH2:1])=[N:3][C:4]([S:10][CH3:11])=[N:5][CH:6]=2)[CH:15]=[C:14]([O:13][CH3:12])[CH:20]=1. Procedure details: To a suspension of 4.36 g (23.7 mmol) of 4-amino-2-methylsulfanyl-pyrimidine-5-carbaldehyde (made as described in WO 98/33798) and 3.65 g (23.7 mmol) of 3,5-dimethoxyaniline in 165 mL of water was added 4.5 mL of glacial acetic acid. The reaction was stirred at 25° C. overnight and filtered. The filter pad was washed with water, and the filtrate was dried in vacuo to give 7.02 g (96%) of the title compound, which was used as is in the next step. Reaction conditions: time 4 hour. Reactants: C12(CC3CC(CC(C1)C3)C2)CNC(C2=CC(=NC=C2Br)OC[C@H]2OC2)=O (N-(1-adamantylmethyl)-5-bromo-2-[(2S)-oxiran-2-ylmethoxy]isonicotinamide), CN (methylamine). Reaction SMILES: [C:1]12([CH2:11][NH:12][C:13](=[O:26])[C:14]3[C:19]([Br:20])=[CH:18][N:17]=[C:16]([O:21][CH2:22][C@@H:23]4[CH2:25][O:24]4)[CH:15]=3)[CH2:10][CH:5]3[CH2:6][CH:7]([CH2:9][CH:3]([CH2:4]3)[CH2:2]1)[CH2:8]2.[CH3:27][NH2:28]>O1CCOCC1>[C:1]12([CH2:11][NH:12][C:13](=[O:26])[C:14]3[C:19]([Br:20])=[CH:18][N:17]=[C:16]([O:21][CH2:22][C@@H:23]([OH:24])[CH2:25][NH:28][CH3:27])[CH:15]=3)[CH2:10][CH:5]3[CH2:6][CH:7]([CH2:9][CH:3]([CH2:4]3)[CH2:2]1)[CH2:8]2. Product: C12(CC3CC(CC(C1)C3)C2)CNC(C2=CC(=NC=C2Br)OC[C@H](CNC)O)=O (N-(1-Adamantylmethyl)-5-bromo-2-{[(2S)-2-hydroxy-3-(methylamino)propyl]oxy}isonicotinamide). Reported procedure: A mixture of N-(1-adamantylmethyl)-5-bromo-2-[(2S)-oxiran-2-ylmethoxy]isonicotinamide (0.12 g) (Example 35(iii)), 40% aqueous methylamine (4 ml) and 1,4-dioxane (4 ml) was stirred for 4 hours. The reaction mixture was concentrated and the residue was purified by chromatography on silica gel eluting with ethyl acetate:ethanol:0.880 ammonia solution (4:1:0.1 to 1.5:1:0.1). The isolated material was dissolved in a solution of hydrogen chloride in 1,4-dioxane (10 ml of a 4M solution) and concentrate... Solvent: O1CCOCC1 (1,4-dioxane). Starting materials: CC(Br)C(=O)[O-], O=C1N(c2c[nH]cn2)c2ccccc2C12CC2c1ccc(Cl)cc1, ClCCl, [K+], [OH-]. Product: O=C(O)Cn1cnc(N2C(=O)C3(CC3c3ccc(Cl)cc3)c3ccccc32)c1. As a reaction SMILES: [CH3:25][CH:26]([C:27](=[O:28])[O-:29])[Br:30].[Cl:1][c:2]1[cH:3][cH:4][c:5]([CH:8]2[C:9]3([CH2:10]2)[C:11](=[O:24])[N:12]([c:19]2[n:20][cH:21][nH:22][cH:23]2)[c:13]2[cH:14][cH:15][cH:16][cH:17][c:18]23)[cH:6][cH:7]1.[Cl:33][CH2:34][Cl:35].[K+:32].[OH-:31]>>[Cl:1][c:2]1[cH:3][cH:4][c:5]([CH:8]2[C:9]3([CH2:10]2)[C:11](=[O:24])[N:12]([c:19]2[n:20][cH:21][n:22]([CH2:26][C:27](=[O:28])[OH:29])[cH:23]2)[c:13]2[cH:14][cH:15][cH:16][cH:17][c:18]23)[cH:6][cH:7]1.